From a dataset of the Open Reaction Database (ORD), a public repository of structured organic reaction records. describe an organic reaction: reactants, conditions, products, and yield Reactants: NC=1SC=CN1 (2-aminothiazole), Cl (HCl), C1(CC1)S(=O)(=O)C1=CC=C(C=C1)C(C(=O)O)OC1=C(C=C(C=C1)F)F (2-(4-cyclopropanesulfonylphenyl)-2-(2,4-difluorophenoxy)acetic acid), C(C(=O)Cl)(=O)Cl (oxalyl chloride). The solvent is C(Cl)Cl (DCM), N1=CC=CC=C1 (pyridine), CN(C)C=O (DMF), C(Cl)Cl (DCM). Conditions: temperature 0 celsius. Product: C1(CC1)S(=O)(=O)C1=CC=C(C=C1)C(C(=O)NC=1SC=CN1)OC1=C(C=C(C=C1)F)F (2-(4-Cyclopropanesulfonylphenyl)-2-(2,4-difluoro-phenoxy)-N-thiazol-2-yl-acetamide). As a reaction SMILES: [CH:1]1([S:4]([C:7]2[CH:12]=[CH:11][C:10]([CH:13]([O:17][C:18]3[CH:23]=[CH:22][C:21]([F:24])=[CH:20][C:19]=3[F:25])[C:14](O)=[O:15])=[CH:9][CH:8]=2)(=[O:6])=[O:5])[CH2:3][CH2:2]1.C(Cl)(=O)C(Cl)=O.[NH2:32][C:33]1[S:34][CH:35]=[CH:36][N:37]=1.Cl>C(Cl)Cl.N1C=CC=CC=1.CN(C=O)C>[CH:1]1([S:4]([C:7]2[CH:12]=[CH:11][C:10]([CH:13]([O:17][C:18]3[CH:23]=[CH:22][C:21]([F:24])=[CH:20][C:19]=3[F:25])[C:14]([NH:32][C:33]3[S:34][CH:35]=[CH:36][N:37]=3)=[O:15])=[CH:9][CH:8]=2)(=[O:6])=[O:5])[CH2:2][CH2:3]1. Procedure details: Procedure-B: 2-(4-cyclopropanesulfonylphenyl)-2-(2,4-difluorophenoxy)acetic acid (obtained in step III) was dissolved in DCM. To this solution was added DMF and cooled to 0° C., followed by the addition of oxalyl chloride under stirring. To this mixture, a solution of 2-aminothiazole and pyridine in DCM was added drop wise at 0° C. and was stirred further for 4 h. at room temperature. The reaction mixture was poured into 1N aqueous HCl under stirring, organic layer was again washed with 1N HCl, ... The reactants are Cn1cc(-c2ccccc2)nc1CO, ClCCCl, [Na+], O=C([O-])O. Product: Cn1cc(-c2ccccc2)nc1C=O. Reaction SMILES: [CH3:1][n:2]1[c:3]([CH2:13][OH:14])[n:4][c:5](-[c:7]2[cH:8][cH:9][cH:10][cH:11][cH:12]2)[cH:6]1.[Cl:20][CH2:21][CH2:22][Cl:23].[Na+:19].[O-:15][C:16]([OH:17])=[O:18]>>[CH3:1][n:2]1[c:3]([CH:13]=[O:14])[n:4][c:5](-[c:7]2[cH:8][cH:9][cH:10][cH:11][cH:12]2)[cH:6]1. Starting materials: ClC=1C=C2C(CC(NC2=CC1)C1=CC(=CC=C1)[N+](=O)[O-])(C)C (6-chloro-4,4-dimethyl-2-(3-nitro-phenyl)-1,2,3,4-tetrahydro-quinoline). Reagents/catalysts: [Fe] (iron), [Fe] (Iron). The solvent is C(C)O.O (ethanol water). Product: ClC=1C=C2C(CC(NC2=CC1)C=1C=C(C=CC1)N)(C)C (3-(6-chloro-4,4-dimethyl-1,2,3,4-tetrahydro-quinolin-2-yl)-phenylamine). Isolated yield 95.9%. As a reaction SMILES: [Cl:1][C:2]1[CH:3]=[C:4]2[C:9](=[CH:10][CH:11]=1)[NH:8][CH:7]([C:12]1[CH:17]=[CH:16][CH:15]=[C:14]([N+:18]([O-])=O)[CH:13]=1)[CH2:6][C:5]2([CH3:22])[CH3:21]>[Fe].C(O)C.O>[Cl:1][C:2]1[CH:3]=[C:4]2[C:9](=[CH:10][CH:11]=1)[NH:8][CH:7]([C:12]1[CH:13]=[C:14]([NH2:18])[CH:15]=[CH:16][CH:17]=1)[CH2:6][C:5]2([CH3:22])[CH3:21] |f:2.3|. Reported procedure: Iron powder (43.0 g, 762 mmol), ethanol/water (3:1, 720 ml) and 6-chloro-4,4-dimethyl-2-(3-nitro-phenyl)-1,2,3,4-tetrahydro-quinoline (24.1 g, 76 mmol) were heated to reflux for 2 h. iron powder was filtered and the solvent was removed to afford 3-(6-chloro-4,4-dimethyl-1,2,3,4-tetrahydro-quinolin-2-yl)-phenylamine as yellow solid (20.9 g, yield: 90%).